This data is from the Open Reaction Database (ORD), a public repository of structured organic reaction records. The task is: describe an organic reaction: reactants, conditions, products, and yield The reactants are ClCCCCBr, COc1nc2nc(OC3CCCC3)[nH]c(N)c-2n1, CCC(C)Oc1nc(N)c2nc(OC)n(CCCCCl)c2n1, O=C(O)C(F)(F)F. Yields the product COc1nc2c(N)nc(OC3CCCC3)nc2n1CCCCCl. RXN SMILES: [Br:48][CH2:49][CH2:50][CH2:51][CH2:52][Cl:53].[CH:30]1([O:31][c:32]2[nH:33][c:34]([NH2:35])[c:36]3[n:43][c:40]([O:41][CH3:42])[n:39][c:37]-3[n:38]2)[CH2:44][CH2:45][CH2:46][CH2:47]1.[Cl:1][CH2:2][CH2:3][CH2:4][CH2:5][n:6]1[c:7]2[n:8][c:9]([O:18][CH:19]([CH2:20][CH3:21])[CH3:22])[n:10][c:11]([NH2:17])[c:12]2[n:13][c:14]1[O:15][CH3:16].[F:23][C:24]([F:25])([F:26])[C:27]([OH:28])=[O:29]>>[Cl:1][CH2:2][CH2:3][CH2:4][CH2:5][n:6]1[c:7]2[n:8][c:9]([O:18][CH:19]3[CH2:20][CH2:21][CH2:24][CH2:22]3)[n:10][c:11]([NH2:17])[c:12]2[n:13][c:14]1[O:15][CH3:16]. Starting materials: ( 2 ), FC(C(=O)O)(F)F.FC=1C=C(C=C(C1)F)C[C@@H]([C@@H](CNCC1=C(C=CC(=C1)C)CCCC=C)O)NC(OCC1=CC=CC=C1)=O (benzyl (2S,3R)-1-(3,5-difluorophenyl)-3-hydroxy-4-(5-methyl-2-(pent-4-enyl)benzylamino)butan-2-ylcarbamate trifluoroacetate salt), O.[OH-].[Ba+2].[OH-] (barium hydroxide monohydrate). Solvent: COCCOC (DME), O (water). Run at temperature 110 celsius, time 18 hour. The product is N[C@H]([C@@H](CNCC1=C(C=CC(=C1)C)CCCC=C)O)CC1=CC(=CC(=C1)F)F ((2R,3S)-3-amino-4-(3,5-difluorophenyl)-1-(5-methyl-2-(pent-4-enyl)benzylamino)butan-2-ol). Isolated yield 55.5%. Reaction SMILES: FC(F)(F)C(O)=O.[F:8][C:9]1[CH:10]=[C:11]([CH2:16][C@H:17]([NH:35]C(=O)OCC2C=CC=CC=2)[C@H:18]([OH:34])[CH2:19][NH:20][CH2:21][C:22]2[CH:27]=[C:26]([CH3:28])[CH:25]=[CH:24][C:23]=2[CH2:29][CH2:30][CH2:31][CH:32]=[CH2:33])[CH:12]=[C:13]([F:15])[CH:14]=1.O.[OH-].[Ba+2].[OH-]>COCCOC.O>[NH2:35][C@@H:17]([CH2:16][C:11]1[CH:12]=[C:13]([F:15])[CH:14]=[C:9]([F:8])[CH:10]=1)[C@H:18]([OH:34])[CH2:19][NH:20][CH2:21][C:22]1[CH:27]=[C:26]([CH3:28])[CH:25]=[CH:24][C:23]=1[CH2:29][CH2:30][CH2:31][CH:32]=[CH2:33] |f:0.1,2.3.4.5|. Procedure: Step AL (2): To a solution of benzyl (2S,3R)-1-(3,5-difluorophenyl)-3-hydroxy-4-(5-methyl-2-(pent-4-enyl)benzylamino)butan-2-ylcarbamate trifluoroacetate salt (65 mg, 0.102 mmol) in DME (7.0 mL) and water (4.5 mL) was added barium hydroxide monohydrate (625 mg, 3.3 mmol). The reaction mixture was stirred at 110° C. in a high pressure vial for 18 h. The reaction mixture was filtered through a pad of celite and the filtrate was concentrated in vacuum. The residue was purified by reverse phase chro... Reactants: N1N=CN=C1 (1,2,4-triazole), ClC=1N=C(C2=C(N1)SC(=C2C)C)NCC2=CC=CC=C2 (2-chloro-5,6-dimethyl-4-benzylamino-thieno-[2,3-d]-pyrimidine). Product: N1(N=CN=C1)C=1N=C(C2=C(N1)SC(=C2C)C)NCC2=CC=CC=C2 (2-(1,2,4-triazol-1-yl)-5,6-dimethyl-4-benzylamino-thieno-[2,3-d]-pyrimidine). As a reaction SMILES: [NH:1]1[CH:5]=[N:4][CH:3]=[N:2]1.Cl[C:7]1[N:8]=[C:9]([NH:18][CH2:19][C:20]2[CH:25]=[CH:24][CH:23]=[CH:22][CH:21]=2)[C:10]2[C:15]([CH3:16])=[C:14]([CH3:17])[S:13][C:11]=2[N:12]=1>>[N:1]1([C:7]2[N:8]=[C:9]([NH:18][CH2:19][C:20]3[CH:25]=[CH:24][CH:23]=[CH:22][CH:21]=3)[C:10]3[C:15]([CH3:16])=[C:14]([CH3:17])[S:13][C:11]=3[N:12]=2)[CH:5]=[N:4][CH:3]=[N:2]1. Procedure: Following the procedure of Example 97, the reaction of 1,2,4-triazole with 2-chloro-5,6-dimethyl-4-benzylamino-thieno-[2,3-d]-pyrimidine gives 2-(1,2,4-triazol-1-yl)-5,6-dimethyl-4-benzylamino-thieno-[2,3-d]-pyrimidine. Reactants: ClCCCCCC(=O)O (6-chlorohexanoic acid), C(C1=CC=CC=C1)O (benzyl alcohol), O (water). Reagents/catalysts: C1(=CC=C(C=C1)S(=O)(=O)O)C (p-toluenesulphonic acid). The solvent is C1(=CC=CC=C1)C (toluene). Product: ClCCCCCC(=O)OCC1=CC=CC=C1 (benzyl 6-chlorohexanoate). Yield: 85.2%. As a reaction SMILES: [Cl:1][CH2:2][CH2:3][CH2:4][CH2:5][CH2:6][C:7]([OH:9])=[O:8].[CH2:10](O)[C:11]1[CH:16]=[CH:15][CH:14]=[CH:13][CH:12]=1.O>C1(C)C=CC=CC=1.C1(C)C=CC(S(O)(=O)=O)=CC=1>[Cl:1][CH2:2][CH2:3][CH2:4][CH2:5][CH2:6][C:7]([O:9][CH2:10][C:11]1[CH:16]=[CH:15][CH:14]=[CH:13][CH:12]=1)=[O:8]. Procedure details: 46.5 g (0.3 mole) of 6-chlorohexanoic acid and 35.6 g of benzyl alcohol in 500 ml of toluene are heated in the presence of 1 g of p-toluenesulphonic acid, using a water separator. When the reaction has ended, the mixture is washed with 5% strength sodium bicarbonate solution and water, dried with sodium sulphate and concentrated and the residue is distilled, 61.5 g (85% of theory) of benzyl 6-chlorohexanoate of boiling point 163° to 165°/4 mm being obtained. Starting materials: CC(C)(C)[SiH2]OC(C)(C)C12C=CC(C(C)(C)O[SiH2]C(C)(C)C)(CC(OS(=O)(=O)C(F)(F)F)=C1)O2, O=C([O-])[O-], C1COCCO1, CC1(C)OB(c2ccc(N)cc2)OC1(C)C, CCOC(C)=O, [Na+], [Na+], c1ccc(P(c2ccccc2)(c2ccccc2)[Pd](P(c2ccccc2)(c2ccccc2)c2ccccc2)(P(c2ccccc2)(c2ccccc2)c2ccccc2)P(c2ccccc2)(c2ccccc2)c2ccccc2)cc1. Product: CC(C)(C)[SiH2]OC(C)(C)C12C=CC(C(C)(C)O[SiH2]C(C)(C)C)(CC(c3ccc(N)cc3)=C1)O2. RXN SMILES: [C:1]([CH3:2])([CH3:3])([CH3:4])[SiH2:5][O:6][C:7]([C:8]12[CH:9]=[C:10]([O:25][S:26]([C:27]([F:28])([F:29])[F:30])(=[O:31])=[O:32])[CH2:11][C:12]([C:16]([O:17][SiH2:18][C:19]([CH3:20])([CH3:21])[CH3:22])([CH3:23])[CH3:24])([CH:13]=[CH:14]1)[O:15]2)([CH3:33])[CH3:34].[C:51](=[O:52])([O-:53])[O-:54].[CH2:63]1[O:64][CH2:65][CH2:66][O:67][CH2:68]1.[CH3:35][C:36]1([CH3:37])[C:38]([CH3:39])([CH3:40])[O:41][B:42]([c:43]2[cH:44][cH:45][c:46]([NH2:49])[cH:47][cH:48]2)[O:50]1.[CH3:57][CH2:58][O:59][C:60]([CH3:61])=[O:62].[Na+:55].[Na+:56].[cH:69]1[cH:70][cH:71][c:72]([P:73]([Pd:74]([P:75]([c:76]2[cH:77][cH:78][cH:79][cH:80][cH:81]2)([c:82]2[cH:83][cH:84][cH:85][cH:86][cH:87]2)[c:88]2[cH:89][cH:90][cH:91][cH:92][cH:93]2)([P:94]([c:95]2[cH:96][cH:97][cH:98][cH:99][cH:100]2)([c:101]2[cH:102][cH:103][cH:104][cH:105][cH:106]2)[c:107]2[cH:108][cH:109][cH:110][cH:111][cH:112]2)[P:113]([c:114]2[cH:115][cH:116][cH:117][cH:118][cH:119]2)([c:120]2[cH:121][cH:122][cH:123][cH:124][cH:125]2)[c:126]2[cH:127][cH:128][cH:129][cH:130][cH:131]2)([c:132]2[cH:133][cH:134][cH:135][cH:136][cH:137]2)[c:138]2[cH:139][cH:140][cH:141][cH:142][cH:143]2)[cH:144][cH:145]1>>[C:1]([CH3:2])([CH3:3])([CH3:4])[SiH2:5][O:6][C:7]([C:8]12[CH:9]=[C:10]([c:43]3[cH:44][cH:45][c:46]([NH2:49])[cH:47][cH:48]3)[CH2:11][C:12]([C:16]([O:17][SiH2:18][C:19]([CH3:20])([CH3:21])[CH3:22])([CH3:23])[CH3:24])([CH:13]=[CH:14]1)[O:15]2)([CH3:33])[CH3:34]. The reactants are ClC1=CC=C(C=C1)N1N=C2C=C(C(=CC2=C1C(=O)NC)C1CC1)NS(=O)(=O)C (2-(4-chlorophenyl)-5-cyclopropyl-N-methyl-6-[(methylsulfonyl)amino]-2H-indazole-3-carboxamide), BrC1=C(C=C(N)C=C1)F (4-bromo-3-fluoroaniline). Yields the product BrC1=C(C=C(C=C1)N1N=C2C=C(C(=CC2=C1C(=O)NC)C1CC1)NS(=O)(=O)C)F (2-(4-bromo-3-fluorophenyl)-5-cyclopropyl-N-methyl-6-[(methylsulfonyl)amino]-2H-indazole-3-carboxamide). Reaction SMILES: ClC1C=CC(N2[C:16]([C:17]([NH:19][CH3:20])=[O:18])=[C:15]3[C:10]([CH:11]=[C:12]([NH:24][S:25]([CH3:28])(=[O:27])=[O:26])[C:13]([CH:21]4[CH2:23][CH2:22]4)=[CH:14]3)=[N:9]2)=CC=1.[Br:29][C:30]1[CH:36]=[CH:35][C:33]([NH2:34])=[CH:32][C:31]=1[F:37]>>[Br:29][C:30]1[CH:36]=[CH:35][C:33]([N:34]2[C:16]([C:17]([NH:19][CH3:20])=[O:18])=[C:15]3[C:10]([CH:11]=[C:12]([NH:24][S:25]([CH3:28])(=[O:27])=[O:26])[C:13]([CH:21]4[CH2:22][CH2:23]4)=[CH:14]3)=[N:9]2)=[CH:32][C:31]=1[F:37]. Reported procedure: Compound (46) was prepared in a similar manner to the synthesis of Compound (44) with the following variation: 4-bromo-3-fluoroaniline was used instead of 4-chloroaniline at Step d. ESI-MS m/z [M+H]+: 481.1. 1H NMR (400 MHz, DMSO) δ 9.21 (brs, 1H), 8.67 (brs, 1H), 7.96-7.83 (m, 2H), 7.76-7.62 (m, 2H), 7.45-7.30 (m, 2H), 3.10 (s, 3H), 2.90-2.76 (m, 3H), 2.31-2.20 (m, 1H), 1.07-0.92 (m, 2H), 0.80-0.66 (m, 2H).